describe an organic reaction: reactants, conditions, products, and yield From a dataset of the Open Reaction Database (ORD), a public repository of structured organic reaction records. Starting materials: CC1=NC=C(C=C1)OCC(F)(F)F (2-methyl-5-(2,2,2-trifluoroethoxy)pyridine), C1=CC(=CC(=C1)Cl)C(=O)OO (mCPBA), C1=CC(=CC(=C1)Cl)C(=O)OO (mCPBA). Run in C(Cl)(Cl)Cl (chloroform). Yields the product CC1=[N+](C=C(C=C1)OCC(F)(F)F)[O-] (2-methyl-5-(2,2,2-trifluoroethoxy)pyridine-N-oxide). Reaction SMILES: [CH3:1][C:2]1[CH:7]=[CH:6][C:5]([O:8][CH2:9][C:10]([F:13])([F:12])[F:11])=[CH:4][N:3]=1.C1C=C(Cl)C=C(C(OO)=[O:22])C=1>C(Cl)(Cl)Cl>[CH3:1][C:2]1[CH:7]=[CH:6][C:5]([O:8][CH2:9][C:10]([F:11])([F:13])[F:12])=[CH:4][N+:3]=1[O-:22]. Procedure details: To a suspension of 2-methyl-5-hydroxypyridine (10.5 g, 96.0 mmol) and cesium carbonate (36.1 g, 111 mmol) in DMF (100 mL) was added 2,2,2-trifluoroethyl-trifluoromethanesulfonate (25.7 g, 111 mmol) dropwise over 30 min. The reaction was exothermic and the mixture, which turned to a dark brown color, was stirred for an additional 1 h. The mixture was diluted with water (200 mL) and extracted with EtOAc (200 mL). The organic layer was washed with water (100 mL) then dried over MgSO4, filtered, and... Reactants: 10.6, FC1=CC=C(C=C1)NS(=O)(=O)C1=CC=C(C=C1)C (N-(4-fluorophenyl)-4-methylbenzenesulfonamide), [H-].[Na+] (sodium hydride), BrCCCCl (1-bromo-3-chloropropane). Solvent: CN(C=O)C (N,N-dimethylformamide). Run at time 20 minute. Product: 11.37, ClCCCN(S(=O)(=O)C1=CC=C(C=C1)C)C1=CC=C(C=C1)F (N-(3-chloropropyl)-N-(4-fluorophenyl)-4-methylbenzenesulfonamide). The yield is 83.2%. As a reaction SMILES: [F:1][C:2]1[CH:7]=[CH:6][C:5]([NH:8][S:9]([C:12]2[CH:17]=[CH:16][C:15]([CH3:18])=[CH:14][CH:13]=2)(=[O:11])=[O:10])=[CH:4][CH:3]=1.[H-].[Na+].Br[CH2:22][CH2:23][CH2:24][Cl:25]>CN(C)C=O>[Cl:25][CH2:24][CH2:23][CH2:22][N:8]([C:5]1[CH:6]=[CH:7][C:2]([F:1])=[CH:3][CH:4]=1)[S:9]([C:12]1[CH:17]=[CH:16][C:15]([CH3:18])=[CH:14][CH:13]=1)(=[O:11])=[O:10] |f:1.2|. Reported procedure: To a stirred solution of 10.6 parts of N-(4-fluorophenyl)-4-methylbenzenesulfonamide in 68 parts of N,N-dimethylformamide were added portionwise 2.1 parts of a sodium hydride dispersion 50%: temp. rises to 35° C. After stirring for 20 minutes, the whole was cooled in an ice-bath (about 15° C.) and 12.6 parts of 1-bromo-3-chloropropane were added quickly. Stirring was continued first for 20 minutes at room temperature, then for 3 hours at 75° C. and further overnight at room temperature. The reac... Reactants: CO, Cc1ccc2c(Cl)ccc(O)c2n1, ClI. The product is Cc1ccc2c(Cl)cc(I)c(O)c2n1. Reaction SMILES: [CH3:16][OH:17].[Cl:3][c:4]1[c:5]2[cH:6][cH:7][c:8]([CH3:15])[n:9][c:10]2[c:11]([OH:14])[cH:12][cH:13]1.[I:1][Cl:2]>>[I:1][c:12]1[c:11]([OH:14])[c:10]2[c:5]([c:4]([Cl:3])[cH:13]1)[cH:6][cH:7][c:8]([CH3:15])[n:9]2. The reactants are C(C1=CC=CC=C1)N1CCN(CC1)CCCO (1-benzyl-4-(3-hydroxypropyl)piperazine), C(C)OC1=CC(OC2=CC(=CC=C12)O)=O (4-ethoxy-7-hydroxycoumarin), C1(=C(C(=C(C(=C1F)F)F)N)F)N.Cl.Cl (dihydrochloride). Solvent: C(C)O (ethanol). Product: C(C1=CC=CC=C1)N1CCN(CC1)CCCOC1=CC=C2C(=CC(OC2=C1)=O)OCC (1-Benzyl-4-[3-(4-ethoxycoumarin-7-yloxy)propyl]piperazine). The yield is 61.2%. RXN SMILES: [CH2:1]([N:8]1[CH2:13][CH2:12][N:11]([CH2:14][CH2:15][CH2:16][OH:17])[CH2:10][CH2:9]1)[C:2]1[CH:7]=[CH:6][CH:5]=[CH:4][CH:3]=1.[CH2:18]([O:20][C:21]1[C:30]2[C:25](=[CH:26][C:27](O)=[CH:28][CH:29]=2)[O:24][C:23](=[O:32])[CH:22]=1)[CH3:19].C1(N)C(F)=C(F)C(F)=C(N)C=1F.Cl.Cl>C(O)C>[CH2:1]([N:8]1[CH2:9][CH2:10][N:11]([CH2:14][CH2:15][CH2:16][O:17][C:27]2[CH:26]=[C:25]3[C:30]([C:21]([O:20][CH2:18][CH3:19])=[CH:22][C:23](=[O:32])[O:24]3)=[CH:29][CH:28]=2)[CH2:12][CH2:13]1)[C:2]1[CH:3]=[CH:4][CH:5]=[CH:6][CH:7]=1 |f:2.3.4|. Reported procedure: Condensation of 1-benzyl-4-(3-hydroxypropyl)piperazine (12.5 g) with 4-ethoxy-7-hydroxycoumarin (11 g) as described in Example 4(b) gave 13.8 g (52%) of the title compound as its dihydrochloride of m.p. (ethanol) 240°-241° C.; (Found; C, 59.89; H, 6.47; N, 5.68; Cl, 14.44; C25H30N2O4.2HCl requires; C, 60.60; H, 6.51; N, 5.66; Cl, 14.31%). Reactants: COc1cc(CCOS(=O)(=O)c2ccc(C)cc2)ccc1OC(C)=O, COc1cc(CCO)ccc1OC(C)=O, CC(C)=O, [I-], [Na+]. Product: COc1cc(CCI)ccc1OC(C)=O. RXN SMILES: [C:1]([CH3:2])(=[O:3])[O:4][c:5]1[c:6]([O:24][CH3:25])[cH:7][c:8]([CH2:11][CH2:12][O:13][S:14]([c:15]2[cH:16][cH:17][c:18]([CH3:19])[cH:20][cH:21]2)(=[O:22])=[O:23])[cH:9][cH:10]1.[C:26]([O:27][c:28]1[cH:29][cH:30][c:31]([CH2:32][CH2:33][OH:34])[cH:35][c:36]1[O:37][CH3:38])(=[O:39])[CH3:40].[CH3:43][C:44](=[O:45])[CH3:46].[I-:42].[Na+:41]>>[C:1]([CH3:2])(=[O:3])[O:4][c:5]1[c:6]([O:24][CH3:25])[cH:7][c:8]([CH2:11][CH2:12][I:42])[cH:9][cH:10]1. Starting materials: ClCCCBr, CC#N, CCCCCCCc1cnc(-c2ccc(O)cc2)nc1, CN(C)C=O, FC(COCCCCl)COCC(F)(F)OC(F)(F)C(F)(F)OC(F)(F)C(F)(F)C(F)(F)C(F)(F)F, OCC(F)COCC(F)(F)OC(F)(F)C(F)(F)OC(F)(F)C(F)(F)C(F)(F)C(F)(F)F. Product: CCCCCCCc1cnc(-c2ccc(OCCCOCC(F)COCC(F)(F)OC(F)(F)C(F)(F)OC(F)(F)C(F)(F)C(F)(F)C(F)(F)F)cc2)nc1. As a reaction SMILES: [Br:67][CH2:68][CH2:69][CH2:70][Cl:71].[C:97](#[N:98])[CH3:99].[CH2:72]([CH2:73][CH2:74][CH2:75][CH2:76][CH2:77][CH3:78])[c:79]1[cH:80][n:81][c:82](-[c:85]2[cH:86][cH:87][c:88]([OH:91])[cH:89][cH:90]2)[n:83][cH:84]1.[CH:92]([N:93]([CH3:94])[CH3:95])=[O:96].[F:1][C:2]([C:3]([C:4]([O:5][C:6]([C:7]([O:8][C:9]([CH2:10][O:11][CH2:12][CH:13]([CH2:14][O:15][CH2:16][CH2:17][CH2:18][Cl:19])[F:20])([F:21])[F:22])([F:23])[F:24])([F:25])[F:26])([F:27])[F:28])([F:29])[F:30])([C:31]([F:32])([F:33])[F:34])[F:35].[F:36][C:37]([F:38])([C:39]([F:40])([F:41])[F:42])[C:43]([F:44])([F:45])[C:46]([F:47])([F:48])[O:49][C:50]([F:51])([F:52])[C:53]([F:54])([F:55])[O:56][C:57]([F:58])([F:59])[CH2:60][O:61][CH2:62][CH:63]([F:64])[CH2:65][OH:66]>>[F:1][C:2]([C:3]([C:4]([O:5][C:6]([C:7]([O:8][C:9]([CH2:10][O:11][CH2:12][CH:13]([CH2:14][O:15][CH2:16][CH2:17][CH2:18][O:91][c:88]1[cH:87][cH:86][c:85](-[c:82]2[n:81][cH:80][c:79]([CH2:72][CH2:73][CH2:74][CH2:75][CH2:76][CH2:77][CH3:78])[cH:84][n:83]2)[cH:90][cH:89]1)[F:20])([F:21])[F:22])([F:23])[F:24])([F:25])[F:26])([F:27])[F:28])([F:29])[F:30])([C:31]([F:32])([F:33])[F:34])[F:35]. Starting materials: C1CCOC1, O=[N+]([O-])c1cc(Nc2ccccc2)ccc1NCC1CCCCC1, [H][H]. The product is Nc1cc(Nc2ccccc2)ccc1NCC1CCCCC1. As a reaction SMILES: [CH2:27]1[O:28][CH2:29][CH2:30][CH2:31]1.[CH:1]1([CH2:7][NH:8][c:9]2[c:10]([N+:22]([O-:23])=[O:24])[cH:11][c:12]([NH:15][c:16]3[cH:17][cH:18][cH:19][cH:20][cH:21]3)[cH:13][cH:14]2)[CH2:2][CH2:3][CH2:4][CH2:5][CH2:6]1.[H:25][H:26]>>[CH:1]1([CH2:7][NH:8][c:9]2[c:10]([NH2:22])[cH:11][c:12]([NH:15][c:16]3[cH:17][cH:18][cH:19][cH:20][cH:21]3)[cH:13][cH:14]2)[CH2:2][CH2:3][CH2:4][CH2:5][CH2:6]1.